describe an organic reaction: reactants, conditions, products, and yield From a dataset of the Open Reaction Database (ORD), a public repository of structured organic reaction records. Reactants: BrC1C(C2=CC(=CC=C2CC1)NC(CC1CCCC1)=O)=O (2-bromo-7-cyclopentylacetamido-1-tetralone), N1=C(C=C(C=C1C)C)C (collidine). The solvent is O1CCCC1 (tetrahydrofuran). Reaction conditions: temperature 160 celsius. The product is C1(CCCC1)CC(=O)NC1=CC=C2C=CC=C(C2=C1)O (7-cyclopentylacetamido-1-napthol). Reaction SMILES: Br[CH:2]1[CH2:11][CH2:10][C:9]2[C:4](=[CH:5][C:6]([NH:12][C:13](=[O:20])[CH2:14][CH:15]3[CH2:19][CH2:18][CH2:17][CH2:16]3)=[CH:7][CH:8]=2)[C:3]1=[O:21].N1C(C)=CC(C)=CC=1C>O1CCCC1>[CH:15]1([CH2:14][C:13]([NH:12][C:6]2[CH:5]=[C:4]3[C:9]([CH:10]=[CH:11][CH:2]=[C:3]3[OH:21])=[CH:8][CH:7]=2)=[O:20])[CH2:19][CH2:18][CH2:17][CH2:16]1. Procedure details: A mixture of 2-bromo-7-cyclopentylacetamido-1-tetralone (1.1 g) and collidine (12 ml) was heated at 160° C. for 2 h. After cooling, the reaction mixture was diluted with 1:9 tetrahydrofuran:ethyl acetate, washed (1N HCl (4 times), brine), dried (MgSO4) and evaporated to give 7-cyclopentylacetamido-1-napthol (quantitative) as a brown glassy solid which was used without further purification. Starting materials: C#CCCCCCCO, ClCCl, O=C(Cl)CCl. The product is C#CCCCCCCOC(=O)CCl. RXN SMILES: [CH2:6]([CH2:7][CH2:8][CH2:9][CH2:10][CH2:11][C:12]#[CH:13])[OH:14].[Cl:15][CH2:16][Cl:17].[Cl:1][CH2:2][C:3](=[O:4])[Cl:5]>>[Cl:1][CH2:2][C:3](=[O:4])[O:14][CH2:6][CH2:7][CH2:8][CH2:9][CH2:10][CH2:11][C:12]#[CH:13]. Isolated yield 95.7%. Run at time 3 hour. Yields the product CC1=CC(=NC=C1)CCC(=O)OC(C)(C)C (tert-Butyl 3-(4-methyl-2-pyridyl)propanoate). Reported procedure: tert-Butyl (E)-3-(4-methyl-2-pyridyl)-2-propenoate (1.9 g, 8.5 mmol) was dissolved in methanol (80 ml), and 10% palladium-carbon (200 mg) was added thereto. The mixture was stirred under hydrogen atmosphere at room temperature for 3 hrs. Palladium-carbon was filtered off, and the filtrate was concentrated to give the titled compound (1.8 g, 90%). Reagents/catalysts: [C].[Pd] (palladium-carbon). RXN SMILES: [CH3:1][C:2]1[CH:7]=[CH:6][N:5]=[C:4](/[CH:8]=[CH:9]/[C:10]([O:12][C:13]([CH3:16])([CH3:15])[CH3:14])=[O:11])[CH:3]=1>CO.[C].[Pd]>[CH3:1][C:2]1[CH:7]=[CH:6][N:5]=[C:4]([CH2:8][CH2:9][C:10]([O:12][C:13]([CH3:16])([CH3:15])[CH3:14])=[O:11])[CH:3]=1 |f:2.3|. Run in CO (methanol). Starting materials: CC1=CC(=NC=C1)/C=C/C(=O)OC(C)(C)C (tert-Butyl (E)-3-(4-methyl-2-pyridyl)-2-propenoate). Starting materials: Br, CC(=O)OCC1OC(OC(C)=O)C(OC(C)=O)C(OC(C)=O)C1OC(C)=O, CC(=O)OC(C)=O, CC1CCCCC1, Cc1ccccc1, CC(=O)O, COC(C)(C)C, O. Yields the product CC(=O)OCC1OC(Br)C(OC(C)=O)C(OC(C)=O)C1OC(C)=O. RXN SMILES: [BrH:35].[C:1]([O:2][CH:5]1[CH:6]([O:7][C:8]([CH3:9])=[O:10])[CH:11]([O:12][C:13]([CH3:14])=[O:15])[CH:16]([O:17][C:18]([CH3:19])=[O:20])[CH:21]([CH2:23][O:24][C:25]([CH3:26])=[O:27])[O:22]1)(=[O:3])[CH3:4].[CH3:28][C:29]([O:30][C:31](=[O:32])[CH3:33])=[O:34].[CH3:36][CH:37]1[CH2:38][CH2:39][CH2:40][CH2:41][CH2:42]1.[CH3:43][c:44]1[cH:45][cH:46][cH:47][cH:48][cH:49]1.[CH3:50][C:51](=[O:52])[OH:53].[CH3:54][O:55][C:56]([CH3:57])([CH3:58])[CH3:59].[OH2:60]>>[CH:5]1([Br:35])[CH:6]([O:7][C:8]([CH3:9])=[O:10])[CH:11]([O:12][C:13]([CH3:14])=[O:15])[CH:16]([O:17][C:18]([CH3:19])=[O:20])[CH:21]([CH2:23][O:24][C:25]([CH3:26])=[O:27])[O:22]1. The reactants are C1(=CC(=CC=C1)N)N (m-phenylenediamine). Reagents/catalysts: [Pd] (palladium on barium carbonate). The product is acetate salt, NC1=CC(CCC1)=N (3-amino-2-cyclohexene-1-imine), C1(=CC(=CC=C1)N)N (m-phenylenediamine). The yield is 29.0%. RXN SMILES: [C:1]1([NH2:8])[CH:6]=[CH:5][CH:4]=[C:3]([NH2:7])[CH:2]=1>[Pd]>[NH2:8][C:1]1[CH2:6][CH2:5][CH2:4][C:3](=[NH:7])[CH:2]=1.[C:1]1([NH2:8])[CH:6]=[CH:5][CH:4]=[C:3]([NH2:7])[CH:2]=1. Procedure: The reaction described in Example 1 was repeated except a 5% palladium on barium carbonate catalyst was used for the m-phenylenediamine hydrogenation resulting in a 70% GC yield of the acetate salt of 3-amino-2-cyclohexene-1-imine and 29% m-phenylenediamine remaining. On hydrolysis, a 62% isolated yield of 3-amino-2-cyclohexene-1-one was obtained. The reactants are CC(C)(C=1C=CC(=CC1)O)C=2C=CC(=CC2)O (BPA), C1(=CC=CC=C1)O (phenol), C(CCC)N(CCCC)CCCC (tributylamine), C(CCCCC)N(CCCCCC)CCCCCC (trihexylamine). Run at temperature 210 celsius, time 25 minute. The product is C(CCC)N(CCCC)CCCC.C(CCCCC)N(CCCCCC)CCCCCC (Tributylamine trihexylamine). Reaction SMILES: CC(C1C=CC(O)=CC=1)(C1C=CC(O)=CC=1)C.[CH2:18]([N:22]([CH2:27][CH2:28][CH2:29][CH3:30])[CH2:23][CH2:24][CH2:25][CH3:26])[CH2:19][CH2:20][CH3:21].[CH2:31]([N:37]([CH2:44][CH2:45][CH2:46][CH2:47][CH2:48][CH3:49])[CH2:38][CH2:39][CH2:40][CH2:41][CH2:42][CH3:43])[CH2:32][CH2:33][CH2:34][CH2:35][CH3:36].C1(O)C=CC=CC=1>>[CH2:27]([N:22]([CH2:18][CH2:19][CH2:20][CH3:21])[CH2:23][CH2:24][CH2:25][CH3:26])[CH2:28][CH2:29][CH3:30].[CH2:44]([N:37]([CH2:31][CH2:32][CH2:33][CH2:34][CH2:35][CH3:36])[CH2:38][CH2:39][CH2:40][CH2:41][CH2:42][CH3:43])[CH2:45][CH2:46][CH2:47][CH2:48][CH3:49] |f:4.5|. Procedure: BPA (136.98 g; 0.600 mol) and DPC (133.67 g; 0.624 mol) were added into a liter melt polymerizer apparatus as powders. The reactor vessel was deoxygenated by evacuating it to about 1 torr and then refilling the apparatus with nitrogen. This deoxygenation procedure was repeated three times. The reactor vessel was immersed in a fluidized heat bath preheated to 180° C. The DPC/BPA mixture was allowed to melt, producing a colorless, homogeneous liquid; once a small amount of the mixture melts, the r... Starting materials: CC(C)(C)N(CC(=O)[O-])C(=O)C1=C(O)C2(CCOCC2)c2cccc(Cl)c2C1=O, O=C(O)C(F)(F)F, O. Yields the product O=C(O)CNC(=O)C1=C(O)C2(CCOCC2)c2cccc(Cl)c2C1=O. RXN SMILES: [C:1]([CH3:2])([CH3:3])([CH3:4])[N:5]([CH2:6][C:7](=[O:8])[O-:9])[C:10](=[O:11])[C:12]1=[C:13]([OH:29])[C:14]2([c:15]3[cH:16][cH:17][cH:18][c:19]([Cl:23])[c:20]3[C:21]1=[O:22])[CH2:24][CH2:25][O:26][CH2:27][CH2:28]2.[F:30][C:31]([F:32])([F:33])[C:34]([OH:35])=[O:36].[OH2:37]>>[NH:5]([CH2:6][C:7](=[O:8])[OH:9])[C:10](=[O:11])[C:12]1=[C:13]([OH:29])[C:14]2([c:15]3[cH:16][cH:17][cH:18][c:19]([Cl:23])[c:20]3[C:21]1=[O:22])[CH2:24][CH2:25][O:26][CH2:27][CH2:28]2. The reactants are [Br-].CC=1C(=NC=CC1)[Zn+] ((3-methylpyridin-2-yl)zinc(II) bromide), ClC=1C(=NC(=NC1)SC)I (5-chloro-4-iodo-2-(methylthio)pyrimidine), CCOC(=O)C (EtOAc), O (H2O). The reagents and catalysts are C=1C=CC(=CC1)[P](C=2C=CC=CC2)(C=3C=CC=CC3)[Pd]([P](C=4C=CC=CC4)(C=5C=CC=CC5)C=6C=CC=CC6)([P](C=7C=CC=CC7)(C=8C=CC=CC8)C=9C=CC=CC9)[P](C=1C=CC=CC1)(C=1C=CC=CC1)C=1C=CC=CC1 (Pd(PPh3)4). Solvent: C1CCOC1 (THF), C1CCOC1 (THF). Product: ClC=1C(=NC(=NC1)SC)C1=NC=CC=C1C (5-chloro-4-(3-methylpyridin-2-yl)-2-(methylthio)pyrimidine). The yield is 64.0%. RXN SMILES: [Cl:1][C:2]1[C:3](I)=[N:4][C:5]([S:8][CH3:9])=[N:6][CH:7]=1.[Br-].[CH3:12][C:13]1[C:14]([Zn+])=[N:15][CH:16]=[CH:17][CH:18]=1.CCOC(C)=O.O>C1COCC1.C1C=CC([P]([Pd]([P](C2C=CC=CC=2)(C2C=CC=CC=2)C2C=CC=CC=2)([P](C2C=CC=CC=2)(C2C=CC=CC=2)C2C=CC=CC=2)[P](C2C=CC=CC=2)(C2C=CC=CC=2)C2C=CC=CC=2)(C2C=CC=CC=2)C2C=CC=CC=2)=CC=1>[Cl:1][C:2]1[C:3]([C:14]2[C:13]([CH3:12])=[CH:18][CH:17]=[CH:16][N:15]=2)=[N:4][C:5]([S:8][CH3:9])=[N:6][CH:7]=1 |f:1.2,^1:35,37,56,75|. Procedure: A solution of 5-chloro-4-iodo-2-(methylthio)pyrimidine (5 g, 17.4 mmol) and Pd(PPh3)4 (1 g, 0.87 mmol) in dry THF (120 mL) was degassed under N2 three times. Then a solution of (3-methylpyridin-2-yl)zinc(II) bromide in THF (0.5 M, 53 mL, 26.3 mmol) was added. The resulting mixture was heated at reflux overnight. The mixture was then cooled to room temperature and was treated with EtOAc (80 mL) and H2O (100 mL). The layers were separated and the aqueous layer was extracted with EtOAc (50 mL×3). T... Reactants: ice water, S1C=NC=C1C1=CC=C(C=C1)CN(C[C@@H]([C@H](CC1=CC=CC=C1)NC([C@@H](NC(=O)OC)C(C)(C)C)=O)O)N (1-[4-(thiazol-5-yl)-phenyl]-4(S)-hydroxy-2-amino-5(S)-N-(N-methoxycarbonyl-(L)-tert-leucyl)amino-6-phenyl-2-azahexane), CN1CCOCC1 (NMM), COC(=O)N[C@@H](C(C)C)C(=O)O (N-methoxycarbonyl-(L)-valine), [B-](F)(F)(F)F.CN(C)C(=[N+](C)C)ON1C=CC=CC1=O (TPTU). Solvent: CN(C)C=O (DMF), CN(C)C=O (DMF). Reaction conditions: time 16 hour. Yields the product S1C=NC=C1C1=CC=C(C=C1)CN(C[C@@H]([C@H](CC1=CC=CC=C1)NC([C@@H](NC(=O)OC)C(C)(C)C)=O)O)NC([C@@H](NC(=O)OC)C(C)C)=O (1-[4-(Thiazol-5-yl)-phenyl]-4(S)-hydroxy-2-N-(N-methoxycarbonyl-(L)-valyl)amino-5(S)-N-(N-methoxycarbonyl-(L)-tert-leucyl)amino-6-phenyl-2-azahexane). As a reaction SMILES: [S:1]1[C:5]([C:6]2[CH:11]=[CH:10][C:9]([CH2:12][N:13]([NH2:38])[CH2:14][C@H:15]([OH:37])[C@@H:16]([NH:24][C:25](=[O:36])[C@H:26]([C:32]([CH3:35])([CH3:34])[CH3:33])[NH:27][C:28]([O:30][CH3:31])=[O:29])[CH2:17][C:18]3[CH:23]=[CH:22][CH:21]=[CH:20][CH:19]=3)=[CH:8][CH:7]=2)=[CH:4][N:3]=[CH:2]1.CN1CCOCC1.[CH3:46][O:47][C:48]([NH:50][C@H:51]([C:55](O)=[O:56])[CH:52]([CH3:54])[CH3:53])=[O:49].[B-](F)(F)(F)F.CN(C(ON1C(=O)C=CC=C1)=[N+](C)C)C>CN(C=O)C>[S:1]1[C:5]([C:6]2[CH:7]=[CH:8][C:9]([CH2:12][N:13]([NH:38][C:55](=[O:56])[C@H:51]([CH:52]([CH3:53])[CH3:54])[NH:50][C:48]([O:47][CH3:46])=[O:49])[CH2:14][C@H:15]([OH:37])[C@@H:16]([NH:24][C:25](=[O:36])[C@H:26]([C:32]([CH3:34])([CH3:35])[CH3:33])[NH:27][C:28]([O:30][CH3:31])=[O:29])[CH2:17][C:18]3[CH:23]=[CH:22][CH:21]=[CH:20][CH:19]=3)=[CH:10][CH:11]=2)=[CH:4][N:3]=[CH:2]1 |f:3.4|. Procedure details: Under an argon atmosphere, 344 mg of 1-[4-(thiazol-5-yl)-phenyl]-4(S)-hydroxy-2-amino-5(S)-N-(N-methoxycarbonyl-(L)-tert-leucyl)amino-6-phenyl-2-azahexane and 191 μl (1.74 mmol) of NMM in 5.6 ml of DMF are added to 122 mg (0.696 mmol) of N-methoxycarbonyl-(L)-valine and 173 mg (0.58 mmol) of TPTU in 2.9 ml of DMF and the mixture is stirred at room temperature for 16 hours. The reaction mixture is poured into ice-water, stirred for 30 min and filtered. Column chromatography of the residue (SiO2 ;...